describe an organic reaction: reactants, conditions, products, and yield From a dataset of the Open Reaction Database (ORD), a public repository of structured organic reaction records. Solvent: O1CCCC1 (tetrahydrofuran), O1CCCC1 (tetrahydrofuran). RXN SMILES: [Br:1][C:2]1[CH:3]=[CH:4][C:5]([Cl:9])=[C:6]([OH:8])[CH:7]=1.[H-].[Na+].[CH3:12][O:13][C:14]1[CH:21]=[CH:20][C:17]([CH2:18]Br)=[CH:16][CH:15]=1>O1CCCC1>[Br:1][C:2]1[CH:3]=[CH:4][C:5]([Cl:9])=[C:6]([O:8][CH2:18][C:17]2[CH:20]=[CH:21][C:14]([O:13][CH3:12])=[CH:15][CH:16]=2)[CH:7]=1 |f:1.2|. Reactants: COC1=CC=C(CBr)C=C1 (4-methoxybenzylbromide), BrC=1C=CC(=C(C1)O)Cl (5-bromo-2-chlorophenol), [H-].[Na+] (sodium hydride), oil. Reported procedure: To a solution of 5-bromo-2-chlorophenol (1.0 g) in tetrahydrofuran (10 ml) under nitrogen was added sodium hydride, 60% dispersion in mineral oil (0.20 g). The solution was stirred at room temperature. After 30 minutes a solution of 4-methoxybenzylbromide (0.97 g) was added in tetrahydrofuran (7 ml). The reaction mixture was stirred at 50° C. overnight. The reaction mixture was partitioned between dichloromethane and brine, then dried (MgSO4), the solvents were removed in vacuo to give a crude r... Isolated yield 60.8%. Product: BrC1=CC(=C(C=C1)Cl)OCC1=CC=C(C=C1)OC (4-bromo-1-chloro-2-(4-methoxy-benzyloxy)-benzene). The reactants are C1CNCCN1, CCO, Clc1ncccn1, [Na+], [OH-]. The product is c1cnc(N2CCNCC2)nc1. As a reaction SMILES: [CH2:1]1[CH2:2][NH:3][CH2:4][CH2:5][NH:6]1.[CH3:16][CH2:17][OH:18].[Cl:7][c:8]1[n:9][cH:10][cH:11][cH:12][n:13]1.[Na+:15].[OH-:14]>>[CH2:1]1[CH2:2][N:3]([c:8]2[n:9][cH:10][cH:11][cH:12][n:13]2)[CH2:4][CH2:5][NH:6]1. Reactants: BrCCCBr, O=C([O-])[O-], Cc1ccccc1O, CC#N, [Cs+], [Cs+]. The product is Cc1ccccc1OCCCBr. As a reaction SMILES: [Br:9][CH2:10][CH2:11][CH2:12][Br:13].[C:14](=[O:15])([O-:16])[O-:17].[CH3:1][c:2]1[cH:3][cH:4][cH:5][cH:6][c:7]1[OH:8].[CH3:20][C:21]#[N:22].[Cs+:18].[Cs+:19]>>[CH3:1][c:2]1[cH:3][cH:4][cH:5][cH:6][c:7]1[O:8][CH2:12][CH2:11][CH2:10][Br:9]. The reactants are C(C1=CC=CC=C1)OC(=O)C1CCN(CC1)CCCC1=CC=CC=C1 (1-(3-phenyl-propyl)-piperidine-4-carboxylic acid benzyl ester). Reagents/catalysts: [Pd] (Pd/C). The solvent is CO (MeOH). Reaction conditions: time 2 hour. Yields the product C1(=CC=CC=C1)CCCN1CCC(CC1)C(=O)O (1-(3-phenyl-propyl)-piperidine-4-carboxylic acid). Yield: 0.1%. RXN SMILES: C([O:8][C:9]([CH:11]1[CH2:16][CH2:15][N:14]([CH2:17][CH2:18][CH2:19][C:20]2[CH:25]=[CH:24][CH:23]=[CH:22][CH:21]=2)[CH2:13][CH2:12]1)=[O:10])C1C=CC=CC=1>CO.[Pd]>[C:20]1([CH2:19][CH2:18][CH2:17][N:14]2[CH2:15][CH2:16][CH:11]([C:9]([OH:10])=[O:8])[CH2:12][CH2:13]2)[CH:21]=[CH:22][CH:23]=[CH:24][CH:25]=1. Reported procedure: Pd/C (378 mg) was added to a stirred solution of 1-(3-phenyl-propyl)-piperidine-4-carboxylic acid benzyl ester (1.89 g, 5 mmol) in MeOH (38 mL) and stirring was continued under hydrogen atmosphere for 2 hrs. The mixture was filtered over a bed of celite. The celite was washed with MeOH and the filtrate was concentrated under reduced pressure to afford 1.502 mg (93.93% yield) of 1-(3-phenyl-propyl)-piperidine-4-carboxylic acid. LCMS Purity: 95.08%. Starting materials: CC(C)([O-])C.[Na+] (sodium tertbutoxide), COC=1C=C(C=C(C1)OC)Cl (3,5-dimethoxychlorobenzene), C1(=CC=CC=C1)C (toluene), CNC1=CC=CC=C1 (N-methylphenyl amine), C1(=CC=CC=C1)C (toluene). Reagents/catalysts: C(C)(=O)[O-].[Pd+2].C(C)(=O)[O-] (palladium acetate), F[B-](F)(F)F.C1(CCCCC1)P(C1=C(C=CC=C1OC)OC)C1CCCCC1 (dicyclohexyl(2,6-dimethoxyphenyl)phosphine tetrafluoroborate). The solvent is C(Cl)Cl (methylene dichloride). Reaction conditions: time 4 minute. The product is C1(=CC=CC=C1)N(C)C1=CC(=CC(=C1)C)C (N-phenyl-N-methyl-3,5-dimethylphenylamine). Yield: 88.1%. Reaction SMILES: [CH3:1][C:2]([CH3:5])([O-])[CH3:3].[Na+].CO[C:9]1[CH:10]=[C:11](Cl)[CH:12]=[C:13](OC)[CH:14]=1.C1(C)C=CC=CC=1.[CH3:25][NH:26][C:27]1C=C[CH:30]=[CH:29][CH:28]=1>C([O-])(=O)C.[Pd+2].C([O-])(=O)C.F[B-](F)(F)F.C1(P(C2CCCCC2)C2C(OC)=CC=CC=2OC)CCCCC1.C(Cl)Cl>[C:9]1([N:26]([C:27]2[CH:28]=[C:29]([CH3:30])[CH:3]=[C:2]([CH3:5])[CH:1]=2)[CH3:25])[CH:10]=[CH:11][CH:12]=[CH:13][CH:14]=1 |f:0.1,5.6.7,8.9|. Procedure details: Under the protection of nitrogen, palladium acetate (4.4 mg, 0.02 mmol), dicyclohexyl(2,6-dimethoxyphenyl)phosphine tetrafluoroborate (14.4 mg, 0.03 mmol), sodium tertbutoxide (155.1 mg, 97%, 1.6 mmol), 3,5-dimethoxychlorobenzene (68.8 mg, 0.4 mmol) and 1 mL of toluene were added to the reactor sequentially. The mixture is stirred at room temperature for 4 minutes. N-methylphenyl amine (86.1 mg, 0.8 mmol) and another 1 mL of toluene were added into the reactor. The reactor was heated to 110° C. ...